From a dataset of the Open Reaction Database (ORD), a public repository of structured organic reaction records. describe an organic reaction: reactants, conditions, products, and yield The reactants are ClCl (chlorine), C23H25ClN4O2, CC=1C=C(C(=O)O)C=CC1N(C(C)=O)C1CCC1 (3-methyl-4-(N-cyclobutyl-N-acetylamino)benzoic acid), CN(C)C(=[N+](C)C)ON1C2=C(C=CC=C2)N=N1.[B-](F)(F)(F)F (TBTU), C(C)(C)N(CC)C(C)C (diisopropylethylamine), ClC1=CC2=C(N=C(N2)C(C)N)C=C1 (1-(5-chlorobenzimidazol-2-yl)ethylamine). The solvent is C(Cl)Cl.C(C)O (methylene chloride ethanol), O1CCCC1 (tetrahydrofuran). Product: ClC1=CC2=C(NC(=N2)C(C)NC(C2=CC(=C(C=C2)N(C(C)=O)C2CCC2)C)=O)C=C1 (N-[1-(5-chloro-1H-benzimidazol-2-yl)ethyl]-3-methyl-4-(N-cyclobutyl-N-acetylamino)benzamide). Reaction SMILES: [CH3:1][C:2]1[CH:3]=[C:4]([CH:8]=[CH:9][C:10]=1[N:11]([CH:15]1[CH2:18][CH2:17][CH2:16]1)[C:12](=[O:14])[CH3:13])[C:5]([OH:7])=O.CN(C(ON1N=NC2C=CC=CC1=2)=[N+](C)C)C.[B-](F)(F)(F)F.C(N(C(C)C)CC)(C)C.[Cl:50][C:51]1[CH:62]=[CH:61][C:54]2[N:55]=[C:56]([CH:58]([NH2:60])[CH3:59])[NH:57][C:53]=2[CH:52]=1.ClCl>O1CCCC1.C(Cl)Cl.C(O)C>[Cl:50][C:51]1[CH:62]=[CH:61][C:54]2[NH:55][C:56]([CH:58]([NH:60][C:5](=[O:7])[C:4]3[CH:8]=[CH:9][C:10]([N:11]([CH:15]4[CH2:18][CH2:17][CH2:16]4)[C:12](=[O:14])[CH3:13])=[C:2]([CH3:1])[CH:3]=3)[CH3:59])=[N:57][C:53]=2[CH:52]=1 |f:1.2,7.8|. Reported procedure: Prepared analogously to Example 1g from 3-methyl-4-(N-cyclobutyl-N-acetylamino)benzoic acid, TBTU, diisopropylethylamine, and 1-(5-chlorobenzimidazol-2-yl)ethylamine in tetrahydrofuran. Yield: quantitative; Rf value: 0.50 (silica gel; methylene chloride/ethanol=9:1); C23H25ClN4O2 (424.93); mass spectrum: (M+H)+=425/427 (chlorine isotope). Reactants: CN(CCNC=1N=[N+](C2=C(N1)C=C1CC(CC1=C2)C)[O-])C (N1,N1-Dimethyl-N2-(7-methyl-1 oxido-7,8-dihydro-6H-indeno[5,6-e][1,2,4]triazin-3-yl)-1,2-ethanediamine), 1,4-dioxide, CO.C(Cl)Cl (MeOH DCM). Yields the product CN(CCNC=1N=[N+](C2=C([N+]1[O-])C=C1CC(CC1=C2)C)[O-])C (N1,N1-Dimethyl-N2-(7-methyl-1,4-dioxido-7,8-dihydro-6H-indeno[5,6-e][1,2,4]triazin-3-yl)-1,2-ethanediamine). As a reaction SMILES: [CH3:1][N:2]([CH3:21])[CH2:3][CH2:4][NH:5][C:6]1[N:7]=[N+:8]([O-:20])[C:9]2[CH:18]=[C:17]3[C:13]([CH2:14][CH:15]([CH3:19])[CH2:16]3)=[CH:12][C:10]=2[N:11]=1.C[OH:23].C(Cl)Cl>>[CH3:21][N:2]([CH3:1])[CH2:3][CH2:4][NH:5][C:6]1[N:7]=[N+:8]([O-:20])[C:9]2[CH:18]=[C:17]3[C:13]([CH2:14][CH:15]([CH3:19])[CH2:16]3)=[CH:12][C:10]=2[N+:11]=1[O-:23] |f:1.2|. Reported procedure: H2O2 (70%, 0.65 mL, ca. 12.9 mmol) was added dropwise to a stirred solution of TFAA (1.8 mL, 12.9 mmol) in DCM (20 mL) at 0° C. The solution was stirred at 0° C. for 5 min, warmed to 20° C. for 10 min, then cooled to 0° C. and added to a stirred solution of 1-oxide 96 (371 mg, 1.3 mmol) and TFA (0.50 mL, 6.5 mmol) in DCM (20 mL) at 0° C. The solution was stirred at 20° C. for 6 h, diluted with dilute aqueous NH3 solution (10 mL) and extracted with CHCl3 (4×30 mL). The combined organic fraction w... Starting materials: ClC1=NC(=CC(=C1)Cl)Cl (2,4,6-trichloropyridine), C1(CCC1)C#N (cyclobutanecarbonitrile), C[Si](C)(C)[N-][Si](C)(C)C.[Li+] (lithium bis(trimethylsilyl)amide). The solvent is C1CCOC1 (THF). Reaction conditions: time 1 hour. The product is ClC1=NC(=CC(=C1)C1(CCC1)C#N)Cl (1-(2,6-dichloro-4-pyridyl)cyclobutanecarbonitrile). Isolated yield 80.0%. Reaction SMILES: [Cl:1][C:2]1[CH:7]=[C:6](Cl)[CH:5]=[C:4]([Cl:9])[N:3]=1.[CH:10]1([C:14]#[N:15])[CH2:13][CH2:12][CH2:11]1.C[Si]([N-][Si](C)(C)C)(C)C.[Li+]>C1COCC1>[Cl:1][C:2]1[CH:7]=[C:6]([C:10]2([C:14]#[N:15])[CH2:13][CH2:12][CH2:11]2)[CH:5]=[C:4]([Cl:9])[N:3]=1 |f:2.3|. Reported procedure: To a stirring solution of 2,4,6-trichloropyridine (1.00 g, 5.48 mmol) and cyclobutanecarbonitrile (0.53 mL, 5.5 mmol) in anhydrous THF (27 mL) at −78° C. and under nitrogen was added lithium bis(trimethylsilyl)amide (6.0 mL, 6.0 mmol, 1.0 M solution in THF). The cooling bath was removed and stirring continued for 1 h. The reaction was quenched by the addition of sat. aq. NH4Cl, extracted with CH2Cl2 and organics dried over MgSO4. Following concentration, the reaction residue was purified by flas... The reactants are [Br-], CC(=O)[O-], CC(=O)[O-], CC(=O)[O-], CC(=O)[O-], CC(=O)OC(C)=O, CCC(=O)Oc1ccc2ccc(C)cc2c1, CC(=O)O, [Co+2], [Mn+2], [NH4+], O, O, O, O, O, O, O, O. The product is CCC(=O)Oc1ccc2ccc(C=O)cc2c1. RXN SMILES: [Br-:24].[C:30]([O-:31])(=[O:32])[CH3:33].[C:35]([O-:36])(=[O:37])[CH3:38].[C:43]([O-:44])(=[O:45])[CH3:46].[C:48]([O-:49])(=[O:50])[CH3:51].[CH3:17][C:18](=[O:19])[O:20][C:21](=[O:22])[CH3:23].[CH3:1][c:2]1[cH:3][c:4]2[cH:5][c:6]([O:12][C:13]([CH2:14][CH3:15])=[O:16])[cH:7][cH:8][c:9]2[cH:10][cH:11]1.[CH3:52][C:53](=[O:54])[OH:55].[Co+2:34].[Mn+2:47].[NH4+:25].[OH2:26].[OH2:27].[OH2:28].[OH2:29].[OH2:39].[OH2:40].[OH2:41].[OH2:42]>>[CH:1]([c:2]1[cH:3][c:4]2[cH:5][c:6]([O:12][C:13]([CH2:14][CH3:15])=[O:16])[cH:7][cH:8][c:9]2[cH:10][cH:11]1)=[O:19]. The reactants are crude material, TEA, CS(=O)(=O)Cl (MsCl), CS(=O)(=O)OC1=C(N=C2N(C[C@H](CC[C@H]2NCC)OC)C1=O)C(=O)NCC1=CC=C(C=C1)F ((7S,10R)-10-(ethylamino)-2-{[(4-fluorobenzyl)amino]carbonyl}-7-methoxy-4-oxo-4,6,7,8,9,10-hexahydropyrimido[1,2-a]azepin-3-yl methanesulfonate), TEA, CN(C(C(=O)O)=O)C (N,N-dimethyloxamic acid), C(CCl)Cl (EDC), C1=CC2=C(N=C1)N(N=N2)O (HOAt). Run in C(C)#N (ACN), O (H2O), O (water), C(Cl)Cl (DCM). Run at time 8 hour. Product: CS(=O)(=O)OC1=C(N=C2N(C[C@H](CC[C@H]2N(CC)C(C(=O)N(C)C)=O)OC)C1=O)C(=O)NCC1=CC=C(C=C1)F ((7S,10R)-10-[[(dimethylamino)(oxo)acetyl](ethyl)amino]-2-{[(4-fluorobenzyl)amino]carbonyl}-7-methoxy-4-oxo-4,6,7,8,9,10-hexahydropyrimido[1,2-a]azepin-3-yl methanesulfonate). Reaction SMILES: [CH3:1][S:2]([O:5][C:6]1[C:21](=[O:22])[N:10]2[CH2:11][C@@H:12]([O:19][CH3:20])[CH2:13][CH2:14][C@@H:15]([NH:16][CH2:17][CH3:18])[C:9]2=[N:8][C:7]=1[C:23]([NH:25][CH2:26][C:27]1[CH:32]=[CH:31][C:30]([F:33])=[CH:29][CH:28]=1)=[O:24])(=[O:4])=[O:3].[CH3:34][N:35]([CH3:41])[C:36](=[O:40])[C:37](O)=[O:38].C(Cl)CCl.C1C=NC2N(O)N=NC=2C=1.CS(Cl)(=O)=O>C(Cl)Cl.O.C(#N)C>[CH3:1][S:2]([O:5][C:6]1[C:21](=[O:22])[N:10]2[CH2:11][C@@H:12]([O:19][CH3:20])[CH2:13][CH2:14][C@@H:15]([N:16]([C:37](=[O:38])[C:36]([N:35]([CH3:41])[CH3:34])=[O:40])[CH2:17][CH3:18])[C:9]2=[N:8][C:7]=1[C:23]([NH:25][CH2:26][C:27]1[CH:32]=[CH:31][C:30]([F:33])=[CH:29][CH:28]=1)=[O:24])(=[O:3])=[O:4]. Procedure details: To a solution of the (7S,10R)-10-(ethylamino)-2-{[(4-fluorobenzyl)amino]carbonyl}-7-methoxy-4-oxo-4,6,7,8,9,10-hexahydropyrimido[1,2-a]azepin-3-yl methanesulfonate (4.8 g, 9.99 mmol) in DCM (100 mL) at room temperature was added TEA (8.35 mL, 59.9 mmol), N,N-dimethyloxamic acid (2.34 g, 19.98 mmol), EDC (5.74 g, 30 mmol), and HOAt (4.62 g, 30 mmol). The resulting mixture was stirred at room temperature overnight, then diluted with H2O and extracted with DCM (3×). The combined organic layers were... The reactants are OOS(=O)[O-].[K+] (OXONE), COC1=CC=C(C(=O)O)C=C1 (4-methoxybenzoic acid), COC1=CC=C(C=O)C=C1 (4-methoxybenzaldehyde), CCOC(=O)C (EtOAc). Solvent: CN(C)C=O (DMF). Run at time 3 hour. The product is COC1=CC=C(C(=O)O)C=C1 (4-methoxybenzoic acid), C(=O)OC1=CC=C(C=C1)OC (4-methoxyphenol formate). As a reaction SMILES: [CH3:1][O:2][C:3]1[CH:11]=[CH:10][C:6]([C:7]([OH:9])=[O:8])=[CH:5][CH:4]=1.[CH3:12][O:13][C:14]1[CH:21]=[CH:20][C:17](C=O)=[CH:16][CH:15]=1.OOS([O-])=O.[K+].CC[O:30][C:31](C)=[O:32]>CN(C=O)C>[CH3:1][O:2][C:3]1[CH:11]=[CH:10][C:6]([C:7]([OH:9])=[O:8])=[CH:5][CH:4]=1.[CH:31]([O:32][C:17]1[CH:16]=[CH:15][C:14]([O:13][CH3:12])=[CH:21][CH:20]=1)=[O:30] |f:2.3|. Procedure details: To prepare 4-methoxybenzoic acid, 4-methoxybenzaldehyde (100 mg) was dissolved in DMF (10 mL), and OXONE (0.451 g) was added and stirred at room temperature for 3 hours with the reaction having a final volume (11 mL). The reaction was monitored by TLC or GC analysis. EtOAc was added to extract the products and 1N HCl was used to dissolve the salts. The organic extract was washed with 1N HCl (30 mL×3) and brine (30 mL), dried over Na2SO4, and the solvent was removed under reduced pressure to obta... Reactants: ClC1=CC=C(C=C1)C1=NC=2C(=NC=CC2)N1CC(=O)O (2-(4-chlorophenyl)-3H-imidazo[4,5-b]pyridine-3-acetic acid), C(=O)(N1C=NC=C1)N1C=NC=C1 (1,1'-carbonyldiimidazole), C(CC)N (n-propylamine). Run in O1CCCC1 (tetrahydrofuran). Reaction conditions: time 2.5 hour. Product: ClC1=CC=C(C=C1)C1=NC=2C(=NC=CC2)N1CC(=O)NCCC (2-(4-Chlorophenyl)-N-propyl-3H-imidazo[4,5-b]pyridine-3-acetamide). As a reaction SMILES: [Cl:1][C:2]1[CH:7]=[CH:6][C:5]([C:8]2[N:16]([CH2:17][C:18]([OH:20])=O)[C:11]3=[N:12][CH:13]=[CH:14][CH:15]=[C:10]3[N:9]=2)=[CH:4][CH:3]=1.C(N1C=CN=C1)(N1C=CN=C1)=O.[CH2:33]([NH2:36])[CH2:34][CH3:35]>O1CCCC1>[Cl:1][C:2]1[CH:3]=[CH:4][C:5]([C:8]2[N:16]([CH2:17][C:18]([NH:36][CH2:33][CH2:34][CH3:35])=[O:20])[C:11]3=[N:12][CH:13]=[CH:14][CH:15]=[C:10]3[N:9]=2)=[CH:6][CH:7]=1. Procedure details: A mixture of 2-(4-chlorophenyl)-3H-imidazo[4,5-b]pyridine-3-acetic acid 5.0 g (0.0174 mole) and 1,1'-carbonyldiimidazole (2.82 g, 0.0174 mole) in 150 ml of tetrahydrofuran was stirred at room temperature for 2.5 hrs with a stream of nitrogen bubbling through it. The n-propylamine (2.06 g, 0.0348 mole) was added dropwise and the reaction mixture was allowed to stir at room temperature under nitrogen atmosphere overnight. The tetrahydrofuran was evaporated and the residue was triturated with water...